From a dataset of the Open Reaction Database (ORD), a public repository of structured organic reaction records. describe an organic reaction: reactants, conditions, products, and yield Reactants: OC1=C(N)C=CC(=C1)[N+](=O)[O-] (2-hydroxy 4-nitro aniline), C[C@H](C1=CC=CC=C1)N=C=O ((R)-methyl benzyl isocyanate). The product is OC1=C(C=CC(=C1)[N+](=O)[O-])NC(=O)N[C@@H](C1=CC=CC=C1)C ((R)-N-(2-hydroxy-4-nitrophenyl)-N′-(methyl benzyl)urea). Yield: 70.9%. RXN SMILES: [OH:1][C:2]1[CH:8]=[C:7]([N+:9]([O-:11])=[O:10])[CH:6]=[CH:5][C:3]=1[NH2:4].[CH3:12][C@@H:13]([N:20]=[C:21]=[O:22])[C:14]1[CH:19]=[CH:18][CH:17]=[CH:16][CH:15]=1>>[OH:1][C:2]1[CH:8]=[C:7]([N+:9]([O-:11])=[O:10])[CH:6]=[CH:5][C:3]=1[NH:4][C:21]([NH:20][C@H:13]([CH3:12])[C:14]1[CH:19]=[CH:18][CH:17]=[CH:16][CH:15]=1)=[O:22]. Procedure: (R)-N-(2-Hydroxy4-nitrophenyl)-N′-(methylbenzyl)urea was prepared from 2-hydroxy 4-nitro aniline (308 mg, 2.0 mmol) and (R)-methyl benzyl isocyanate (2 mmol) according to the procedure in General Method A. The product was purified by dilution with methylene chloride and precipitation with hexanes. Filtering afforded the title compound (427 mg, 71%). EI-MS m/z 300(M−H)− Reactants: FC1(CCN(CC1)C)CO ((4-fluoro-1-methylpiperidin-4-yl)methanol), [H-].[Na+] (sodium hydride), ClC=1C=C(C=CC1F)S(=O)(=O)N (3-chloro-4-fluorobenzenesulfonamide). Solvent: O1CCCC1 (tetrahydrofuran), O1CCCC1 (tetrahydrofuran). Conditions: time 15 minute. Product: ClC=1C=C(C=CC1OCC1(CCN(CC1)C)F)S(=O)(=O)N (3-chloro-4-((4-fluoro-1-methylpiperidin-4-yl)methoxy)benzenesulfonamide). Reaction SMILES: [F:1][C:2]1([CH2:9][OH:10])[CH2:7][CH2:6][N:5]([CH3:8])[CH2:4][CH2:3]1.[H-].[Na+].[Cl:13][C:14]1[CH:15]=[C:16]([S:21]([NH2:24])(=[O:23])=[O:22])[CH:17]=[CH:18][C:19]=1F>O1CCCC1>[Cl:13][C:14]1[CH:15]=[C:16]([S:21]([NH2:24])(=[O:22])=[O:23])[CH:17]=[CH:18][C:19]=1[O:10][CH2:9][C:2]1([F:1])[CH2:7][CH2:6][N:5]([CH3:8])[CH2:4][CH2:3]1 |f:1.2|. Procedure: To a solution of (4-fluoro-1-methylpiperidin-4-yl)methanol (0.265 g) in tetrahydrofuran (2 mL) was added sodium hydride (0.288 g). After 15 minutes, 3-chloro-4-fluorobenzenesulfonamide (0.377 g) was added as a solution in tetrahydrofuran (1 mL). The reaction was stirred for 2 hours, quenched with water (5 mL), adjusted to pH ˜7 with 1N aqueous HCl, and extracted with dichloromethane (2×25 mL). The organic layer was washed with brine (25 mL), dried over magnesium sulfate, filtered and concentrate...